This data is from the Open Reaction Database (ORD), a public repository of structured organic reaction records. The task is: describe an organic reaction: reactants, conditions, products, and yield The reactants are E1, ClC1=NC(N2C(N(CCC2)C)=C1)=O (8-chloro-1-methyl-3,4-dihydro-1H-pyrimido[1,6-a]pyrimidin-6(2H)-one), FC1=CC=C(C=C1)CO ((4-fluorophenyl)methanol). Product: FC1=CC=C(COC2=NC(N3C(N(CCC3)C)=C2)=O)C=C1 (8-((4-fluorobenzyl)oxy)-1-methyl-3,4-dihydro-1H-pyrimido[1,6-a]pyrimidin-6(2H)-one). RXN SMILES: Cl[C:2]1[CH:12]=[C:6]2[N:7]([CH3:11])[CH2:8][CH2:9][CH2:10][N:5]2[C:4](=[O:13])[N:3]=1.[F:14][C:15]1[CH:20]=[CH:19][C:18]([CH2:21][OH:22])=[CH:17][CH:16]=1>>[F:14][C:15]1[CH:20]=[CH:19][C:18]([CH2:21][O:22][C:2]2[CH:12]=[C:6]3[N:7]([CH3:11])[CH2:8][CH2:9][CH2:10][N:5]3[C:4](=[O:13])[N:3]=2)=[CH:17][CH:16]=1. Procedure details: The title compound was prepared by a procedure similar to that described for E1 starting from 8-chloro-1-methyl-3,4-dihydro-1H-pyrimido[1,6-a]pyrimidin-6(2H)-one and (4-fluorophenyl)methanol.